From a dataset of the Open Reaction Database (ORD), a public repository of structured organic reaction records. describe an organic reaction: reactants, conditions, products, and yield Starting materials: ClC1=NC(=CC=C1)F (2-chloro-6-fluoropyridine), C([O-])([O-])=O.[Cs+].[Cs+] (cesium carbonate), NC=1OC[C@@]2(C3=CC(=CC=C3OC=3C(=CC(=CC23)C=2CCOCC2)F)O)N1 ((S)-2-amino-2′-(3,6-dihydro-2H-pyran-4-yl)-4′-fluoro-5H-spiro[oxazole-4,9′-xanthen]-7′-ol). The solvent is CN(C)C=O (DMF). Conditions: temperature 100 celsius. The product is ClC1=CC=CC(=N1)OC1=CC=C2OC=3C(=CC(=CC3[C@]3(C2=C1)N=C(OC3)N)C=3CCOCC3)F ((S)-7′-(6-chloropyridin-2-yloxy)-2′-(3,6-dihydro-2H-pyran-4-yl)-4′-fluoro-5H-spiro[oxazole-4,9′-xanthen]-2-amine). Isolated yield 34.1%. As a reaction SMILES: [Cl:1][C:2]1[CH:7]=[CH:6][CH:5]=[C:4](F)[N:3]=1.C(=O)([O-])[O-].[Cs+].[Cs+].[NH2:15][C:16]1[O:17][CH2:18][C@@:19]2([N:41]=1)[C:32]1[CH:31]=[C:30]([C:33]3[CH2:34][CH2:35][O:36][CH2:37][CH:38]=3)[CH:29]=[C:28]([F:39])[C:27]=1[O:26][C:25]1[C:20]2=[CH:21][C:22]([OH:40])=[CH:23][CH:24]=1>CN(C=O)C>[Cl:1][C:2]1[N:3]=[C:4]([O:40][C:22]2[CH:21]=[C:20]3[C:25]([O:26][C:27]4[C:28]([F:39])=[CH:29][C:30]([C:33]5[CH2:34][CH2:35][O:36][CH2:37][CH:38]=5)=[CH:31][C:32]=4[C@@:19]43[CH2:18][O:17][C:16]([NH2:15])=[N:41]4)=[CH:24][CH:23]=2)[CH:5]=[CH:6][CH:7]=1 |f:1.2.3|. Procedure: A glass microwave reaction vessel was charged with 2-chloro-6-fluoropyridine (88 mg, 0.67 mmol), cesium carbonate (0.027 mL, 0.33 mmol) and (S)-2-amino-2′-(3,6-dihydro-2H-pyran-4-yl)-4′-fluoro-5H-spiro[oxazole-4,9′-xanthen]-7′-ol (82 mg, 0.22 mmol, prepared as described in Method BB40 and Example 2 but using 4-bromo-2-fluorophenol and 2-bromo-5-methoxybenzoic acid) in DMF (0.8 mL). The reaction mixture was stirred and heated in a Initiator microwave reactor at 100° C. for 35 min. Then it was hea... The reactants are Compound M77, NC1=C(C=C(C=C1)CC1=CC=CC=C1)N (1,2-diamino-4-benzylbenzene), C(C)(C)(C)OC(=O)NCC(=O)N[C@@H]1C[C@H](N(C1)C(=O)OC(C)(C)C)C(=O)O (trans-4-(N-tert-butoxycarbonylglycyl)amino-N-tert-butoxycarbonyl-L-proline), C(C1=CC=CC=C1)OC(=O)NCC(=O)O (N-(Benzyloxycarbonyl)glycine), NC1=C(C=CC=C1)O (2-aminophenol), C(C)(C)(C)OC(=O)NC[C@H]1C[C@@H](N(C1)C(=O)OC(C)(C)C)C(=O)O (trans-4-(N-tert-butoxycarbonylaminomethyl)-N-tert-butoxycarbonyl-D-proline). Product: NC[C@H]1C[C@@H](NC1)C(=O)NCC=1NC2=C(N1)C=CC(=C2)CC2=CC=CC=C2 ((2R,4R)-4-(Aminomethyl)-N-[(5-benzyl-2-benzimidazolyl)methyl]-2-pyrrolidinecarboxamide). As a reaction SMILES: C(OC([NH:11][CH2:12][C:13](O)=O)=O)C1C=CC=CC=1.NC1C=CC=CC=1O.[NH2:24][C:25]1[CH:30]=[CH:29][C:28]([CH2:31][C:32]2[CH:37]=[CH:36][CH:35]=[CH:34][CH:33]=2)=[CH:27][C:26]=1[NH2:38].C(OC(NCC(N[C@H]1CN(C(OC(C)(C)C)=O)[C@H](C(O)=O)C1)=O)=O)(C)(C)C.C(OC([NH:73][CH2:74][C@@H:75]1[CH2:79][N:78](C(OC(C)(C)C)=O)[C@@H:77]([C:87]([OH:89])=O)[CH2:76]1)=O)(C)(C)C>>[NH2:73][CH2:74][C@@H:75]1[CH2:79][NH:78][C@@H:77]([C:87]([NH:11][CH2:12][C:13]2[NH:38][C:26]3[CH:27]=[C:28]([CH2:31][C:32]4[CH:37]=[CH:36][CH:35]=[CH:34][CH:33]=4)[CH:29]=[CH:30][C:25]=3[N:24]=2)=[O:89])[CH2:76]1. Reported procedure: This compound was prepared as in Compound M77, replacing N-(Benzyloxycarbonyl)-D-homophenylalanine with N-(Benzyloxycarbonyl)glycine, 2-aminophenol with 1,2-diamino-4-benzylbenzene and trans-4-(N-tert-butoxycarbonylglycyl)amino-N-tert-butoxycarbonyl-L-proline with trans-4-(N-tert-butoxycarbonylaminomethyl)-N-tert-butoxycarbonyl-D-proline. The reactants are O=C(O)CC1CC1, Cl, Cl, Cl, NC1CCC(CCN2CCN(c3nccc4c3OCC4)CC2)CC1. Yields the product O=C(CC1CC1)NC1CCC(CCN2CCN(c3nccc4c3OCC4)CC2)CC1. RXN SMILES: [CH:28]1([CH2:31][C:32](=[O:33])[OH:34])[CH2:29][CH2:30]1.[ClH:1].[ClH:2].[ClH:3].[O:4]1[CH2:5][CH2:6][c:7]2[c:8]1[c:9]([N:13]1[CH2:14][CH2:15][N:16]([CH2:19][CH2:20][CH:21]3[CH2:22][CH2:23][CH:24]([NH2:27])[CH2:25][CH2:26]3)[CH2:17][CH2:18]1)[n:10][cH:11][cH:12]2>>[O:4]1[CH2:5][CH2:6][c:7]2[c:8]1[c:9]([N:13]1[CH2:14][CH2:15][N:16]([CH2:19][CH2:20][CH:21]3[CH2:22][CH2:23][CH:24]([NH:27][C:32]([CH2:31][CH:28]4[CH2:29][CH2:30]4)=[O:33])[CH2:25][CH2:26]3)[CH2:17][CH2:18]1)[n:10][cH:11][cH:12]2. Reactants: CN(C1CCC=2NC3=CC=C(C=C3C2C1)C(=O)O)C (3-dimethylamino-1,2,3,4-tetrahydro-9H-carbazole-6-carboxylic acid), COC1=CC=C(C=N1)N (6-methoxy-3-aminopyridine). Yields the product COC1=CC=C(C=N1)NC(=O)C=1C=C2C=3CC(CCC3NC2=CC1)N(C)C (N-(6-methoxypyridin-3-yl)-3-dimethylamino-1,2,3,4-tetrahydro-9H-carbazole-6-carboxamide). Yield: 14.0%. As a reaction SMILES: [CH3:1][N:2]([CH3:19])[CH:3]1[CH2:15][C:14]2[C:13]3[C:8](=[CH:9][CH:10]=[C:11]([C:16]([OH:18])=O)[CH:12]=3)[NH:7][C:6]=2[CH2:5][CH2:4]1.[CH3:20][O:21][C:22]1[N:27]=[CH:26][C:25]([NH2:28])=[CH:24][CH:23]=1>>[CH3:20][O:21][C:22]1[N:27]=[CH:26][C:25]([NH:28][C:16]([C:11]2[CH:12]=[C:13]3[C:8](=[CH:9][CH:10]=2)[NH:7][C:6]2[CH2:5][CH2:4][CH:3]([N:2]([CH3:1])[CH3:19])[CH2:15][C:14]3=2)=[O:18])=[CH:24][CH:23]=1. Reported procedure: Beginning with 7.4 mg (0.029 mMol) 3-dimethylamino-1,2,3,4-tetrahydro-9H-carbazole-6-carboxylic acid and 6-methoxy-3-aminopyridine, 1.8 mg (14%) of the title compound were recovered. The reactants are C(#N)CC(=O)O (cyanacetic acid), C(C)(=O)OC(C)=O (acetic anhydride), CNC(=O)NC1=CC=CC=C1 (1-methyl-3-phenylurea). Run in C(C)(=O)O (acetic acid). The product is NC1=CC(N(C(N1C1=CC=CC=C1)=O)C)=O (6-amino-3-methyl-1-phenyl-2,4-(1H, 3H)-pyrimidinedione). RXN SMILES: [C:1](CC(O)=O)#[N:2].C(O[C:11](=[O:13])[CH3:12])(=O)C.[CH3:14][NH:15][C:16]([NH:18][C:19]1[CH:24]=[CH:23][CH:22]=[CH:21][CH:20]=1)=[O:17]>C(O)(=O)C>[NH2:2][C:1]1[N:18]([C:19]2[CH:24]=[CH:23][CH:22]=[CH:21][CH:20]=2)[C:16](=[O:17])[N:15]([CH3:14])[C:11](=[O:13])[CH:12]=1. Procedure: To a solution of 38 g (0.44 mol) of cyanacetic acid, 200 ml of acetic anhydride and 200 ml of acetic acid was added 60 g of 1-methyl-3-phenylurea. The solution was stirred at 90°-100° C. for some hours. After cooling, 65.5 g of 1-cyanoaceto-1-methyl-3-phenylurea (XV) was filtered off (mp 180° C). This was dissolved in 3 1 of boiling ethanol and 10 ml of 10% soda solution was added. After cooling and filtration, the filtrate was evaporated and the crystals were washed with ethanol. Yield 46.7 g (... The reactants are C(C1=CC=CC=C1)OC1=CC=C(C=C1)C=CC(=O)C1=C(C(=C(C=C1)OC)CC=C(C)C)O (4-benzyloxy-2'-hydroxy-4'-methoxy-3'-(3-methyl-2-butenyl)chalcone), [H][H] (hydrogen). Reagents/catalysts: [C].[Pd] (palladium-carbon). Solvent: C(C)(=O)OCC (ethyl acetate), C(C)(=O)OCC (ethyl acetate). Conditions: time 3.5 hour. The product is OC1=C(C=CC(=C1CCC(C)C)OC)C(CCC1=CC=C(C=C1)O)=O (1-(2-hydroxy-4-methoxy-3-isopentylphenyl)-3-(4-hydroxyphenyl)-1-propanone). Isolated yield 87.9%. RXN SMILES: C([O:8][C:9]1[CH:14]=[CH:13][C:12]([CH:15]=[CH:16][C:17]([C:19]2[CH:24]=[CH:23][C:22]([O:25][CH3:26])=[C:21]([CH2:27][CH:28]=[C:29]([CH3:31])[CH3:30])[C:20]=2[OH:32])=[O:18])=[CH:11][CH:10]=1)C1C=CC=CC=1.[H][H]>[C].[Pd].C(OCC)(=O)C>[OH:32][C:20]1[C:21]([CH2:27][CH2:28][CH:29]([CH3:30])[CH3:31])=[C:22]([O:25][CH3:26])[CH:23]=[CH:24][C:19]=1[C:17](=[O:18])[CH2:16][CH2:15][C:12]1[CH:11]=[CH:10][C:9]([OH:8])=[CH:14][CH:13]=1 |f:2.3|. Procedure: Then, an ethyl acetate solution of 24.5 g of 4-benzyloxy-2'-hydroxy-4'-methoxy-3'-(3-methyl-2-butenyl)chalcone was added to an ethyl acetate suspension of 5% palladium-carbon, which a hydrogen gas had been sufficiently absorbed in advance, and the mixture was stirred at room temperature in a hydrogen atmosphere for 3.5 hours. After the reaction, the reaction mixture was filtered and the solvent was removed by distillation, and the obtained residue was subjected to the silica gel column chromatog... Starting materials: [OH-].[Na+] (sodium hydroxide), ClC1=C(OCC(=O)N[C@@H](CCC(=O)OC)CF)C=CC(=C1)Cl ((S)-4-((2,4-dichlorophenoxyacetyl)amino)-5-fluoropentanoic acid, methyl ester). The solvent is CO (methanol), CO (methanol). Product: ClC1=C(OCC(=O)N[C@@H](CCC(=O)O)CF)C=CC(=C1)Cl ((S)-4-((2,4-dichlorophenoxyacetyl)amino)-5-fluoropentanoic acid). RXN SMILES: [OH-].[Na+].[Cl:3][C:4]1[CH:23]=[C:22]([Cl:24])[CH:21]=[CH:20][C:5]=1[O:6][CH2:7][C:8]([NH:10][C@H:11]([CH2:18][F:19])[CH2:12][CH2:13][C:14]([O:16]C)=[O:15])=[O:9]>CO>[Cl:3][C:4]1[CH:23]=[C:22]([Cl:24])[CH:21]=[CH:20][C:5]=1[O:6][CH2:7][C:8]([NH:10][C@H:11]([CH2:18][F:19])[CH2:12][CH2:13][C:14]([OH:16])=[O:15])=[O:9] |f:0.1|. Reported procedure: 0.77 ml of 1N aqueous sodium hydroxide solution was added to a stirred mixture of 0.27 g of 16 in 20 ml of methanol, the resulting mixture was stirred at reflux for one hour and then at room temperature over a week-end. The mixture then was filtered and the solvent evaporated from the filtrate. The residue was placed in water, ethyl acetate was added, then the mixture was acidified with 12N hydrochloric acid. The mixture was stirred for 30 minutes, then the organic phase was separated, dried (Na... Product: N(=[N+]=[N-])CCCC1=CN(C2=CC=C(C=C12)F)S(=O)(=O)C1=C(N=C2SC=CN21)Cl (3-(3-Azidopropyl)-1-[(6-chloroimidazo[2,1-b][1,3]thiazol-5-yl)sulfonyl]-5-fluoro-1H-indole). Run at time 30 minute. Procedure details: A stirred solution of 3-(3-azidopropyl)-5-fluoro-1H-indole (150 mg, 0.53 mmol) in THF is treated with KOt-Bu (0.55 ml, 0.55 mmol, 1M in THF solution) under nitrogen at room temperature, stirred for 30 min, treated with 6-chloroimidazo[2,1-b]thiazole-5-sulfonylchloride (141 mg, 0.55 mmol), stirred for 18 h at room temperature, quenched with 1N HCl and water and diluted with EtOAc. The two phases are separated and the aqueous phase is extracted with EtOAc. The extracts are combined with the organi... Yield: 88.0%. RXN SMILES: [N:1]([CH2:4][CH2:5][CH2:6][C:7]1[C:15]2[C:10](=[CH:11][CH:12]=[C:13]([F:16])[CH:14]=2)[NH:9][CH:8]=1)=[N+:2]=[N-:3].CC([O-])(C)C.[K+].[Cl:23][C:24]1[N:25]=[C:26]2[N:30]([C:31]=1[S:32](Cl)(=[O:34])=[O:33])[CH:29]=[CH:28][S:27]2>C1COCC1>[N:1]([CH2:4][CH2:5][CH2:6][C:7]1[C:15]2[C:10](=[CH:11][CH:12]=[C:13]([F:16])[CH:14]=2)[N:9]([S:32]([C:31]2[N:30]3[C:26]([S:27][CH:28]=[CH:29]3)=[N:25][C:24]=2[Cl:23])(=[O:33])=[O:34])[CH:8]=1)=[N+:2]=[N-:3] |f:1.2|. The solvent is C1CCOC1 (THF). The reactants are N(=[N+]=[N-])CCCC1=CNC2=CC=C(C=C12)F (3-(3-azidopropyl)-5-fluoro-1H-indole), CC(C)(C)[O-].[K+] (KOt-Bu), ClC=1N=C2SC=CN2C1S(=O)(=O)Cl (6-chloroimidazo[2,1-b]thiazole-5-sulfonylchloride). The reactants are O (H2O), FC1=CC2=C(C(=NO2)C2CCN(CC2)CC(=O)N)C=C1 (2-[4-(6-fluoro-1,2-benzisoxazol-3-yl)-1-piperidinyl]acetamide), BrC(C=1C(=CC=CC1)C)Br (α,α-dibromoxylene), [H-].[Na+] (sodium hydride). The solvent is CN(C)C=O (DMF), CN(C)C=O (DMF). Run at temperature 65 celsius, time 16 hour. Yields the product FC1=CC2=C(C(=NO2)C2CCN(CC2)CC(=O)N2CC3=CC=CC=C3C2)C=C1 (2-[4-(6-Fluoro-1,2-benzisoxazol-3-yl)-1-piperidinyl]-1-(2,3-dihydro-1H-isoindol-2-yl)-ethanone). RXN SMILES: [F:1][C:2]1[CH:20]=[CH:19][C:5]2[C:6]([CH:9]3[CH2:14][CH2:13][N:12]([CH2:15][C:16]([NH2:18])=[O:17])[CH2:11][CH2:10]3)=[N:7][O:8][C:4]=2[CH:3]=1.[H-].[Na+].Br[CH:24](Br)[C:25]1[C:26]([CH3:31])=[CH:27][CH:28]=[CH:29][CH:30]=1.O>CN(C=O)C>[F:1][C:2]1[CH:20]=[CH:19][C:5]2[C:6]([CH:9]3[CH2:14][CH2:13][N:12]([CH2:15][C:16]([N:18]4[CH2:31][C:26]5[C:25](=[CH:30][CH:29]=[CH:28][CH:27]=5)[CH2:24]4)=[O:17])[CH2:11][CH2:10]3)=[N:7][O:8][C:4]=2[CH:3]=1 |f:1.2|. Reported procedure: To a mixture of 2-[4-(6-fluoro-1,2-benzisoxazol-3-yl)-1-piperidinyl]acetamide (2.56 g, 9.2 mmol) in DMF (40 ml) was chipped in sodium hydride (770 mg, 60% in oil, 20.1 mmol) at room temperature under N2. The mixture was heated to 65° C. for 3 hours. α,α-dibromoxylene (2.43 g, 9.2 mmol) was added and the resulting mixture was heated at 70° C. for 4 hours, then left standing overnight for 16 hours. The DMF mixture was poured into H2O (400 ml) and the organics were extracted into ethyl acetate (250... Reactants: COC1=C(C(=O)C2=CC=C(C(=O)N3CC4=C(CC3)OC=C4)C=C2)C=CC=C1 (5-[4-(2-methoxybenzoyl)benzoyl]-4,5,6,7-tetrahydrofuro[3,2-c]pyridine), CNC (dimethylamine), C=O (formaldehyde). Solvent: C(C)(=O)O (acetic acid). Run at temperature 100 celsius, time 60 minute. Product: CN(C)CC1=CC=2CN(CCC2O1)C(C1=CC=C(C=C1)C(C1=C(C=CC=C1)OC)=O)=O (N,N-dimethyl-[5-[4-(2-methoxybenzoyl)benzoyl]-4,5,6,7-tetrahydrofuro[3,2-c]pyridin-2-ylmethyl]amine). Reaction SMILES: [CH3:1][O:2][C:3]1[CH:27]=[CH:26][CH:25]=[CH:24][C:4]=1[C:5]([C:7]1[CH:23]=[CH:22][C:10]([C:11]([N:13]2[CH2:18][CH2:17][C:16]3[O:19][CH:20]=[CH:21][C:15]=3[CH2:14]2)=[O:12])=[CH:9][CH:8]=1)=[O:6].[CH3:28][NH:29][CH3:30].[CH2:31]=O>C(O)(=O)C>[CH3:28][N:29]([CH2:31][C:20]1[O:19][C:16]2[CH2:17][CH2:18][N:13]([C:11](=[O:12])[C:10]3[CH:22]=[CH:23][C:7]([C:5](=[O:6])[C:4]4[CH:24]=[CH:25][CH:26]=[CH:27][C:3]=4[O:2][CH3:1])=[CH:8][CH:9]=3)[CH2:14][C:15]=2[CH:21]=1)[CH3:30]. Procedure: To a solution of 0.230 g (0.636 mmol) of 5-[4-(2-methoxybenzoyl)benzoyl]-4,5,6,7-tetrahydrofuro[3,2-c]pyridine in 10 ml of acetic acid, 0.086 ml (0.95 mmol) of 50% aqueous dimethylamine and 0.077 ml (0.95 mmol) of 37% aqueous formaldehyde were added, followed by stirring at 100° C. for 60 minutes. After the solvent was distilled off under reduced pressure, the residual solution was alkalified with 5% aqueous sodium hydrogen carbonate and extracted with dichloromethane 2 times. The combined organ...